Dataset: the Open Reaction Database (ORD), a public repository of structured organic reaction records. Task: describe an organic reaction: reactants, conditions, products, and yield Reactants: CON=C(CBr)c1ccccc1O, COC(C)(C)C, [Na+], [Na+], O=C([O-])[O-], O. The product is CON=C1COc2ccccc21. As a reaction SMILES: [CH3:1][O:2][N:3]=[C:4]([CH2:5][Br:6])[c:7]1[c:8]([OH:13])[cH:9][cH:10][cH:11][cH:12]1.[CH3:20][O:21][C:22]([CH3:23])([CH3:24])[CH3:25].[Na+:14].[Na+:15].[O-:16][C:17](=[O:18])[O-:19].[OH2:26]>>[CH3:1][O:2][N:3]=[C:4]1[CH2:5][O:13][c:8]2[c:7]1[cH:12][cH:11][cH:10][cH:9]2.